This data is from the Open Reaction Database (ORD), a public repository of structured organic reaction records. The task is: describe an organic reaction: reactants, conditions, products, and yield Reactants: BrC=1C=C(C(=O)NC=2SC3=C(N2)C(=CC=C3C3OCCOC3)OC)C=CN1 ((+)-2-bromo-N-(7-[1,4]dioxan-2-yl-4-methoxy-benzothiazol-2-yl)-isonicotinamide), CS(=O)C (DMSO), C([O-])([O-])=O.[Cs+].[Cs+] (cesium carbonate), Cl.N1CC(C1)O (azetidin-3-ol hydrochloride). Solvent: CN1CCCC1=O (NMP). The product is O1C(COCC1)C1=CC=C(C=2N=C(SC21)NC(C2=CC(=NC=C2)N2CC(C2)O)=O)OC ((+)-N-(7-[1,4]Dioxan-2-yl-4-methoxy-benzothiazol-2-yl)-2-(3-hydroxy-azetidin-1-yl)-isonicotinamide). As a reaction SMILES: Br[C:2]1[CH:3]=[C:4]([CH:25]=[CH:26][N:27]=1)[C:5]([NH:7][C:8]1[S:9][C:10]2[C:16]([CH:17]3[CH2:22][O:21][CH2:20][CH2:19][O:18]3)=[CH:15][CH:14]=[C:13]([O:23][CH3:24])[C:11]=2[N:12]=1)=[O:6].C(=O)([O-])[O-].[Cs+].[Cs+].Cl.[NH:35]1[CH2:38][CH:37]([OH:39])[CH2:36]1.CS(C)=O>CN1C(=O)CCC1>[O:18]1[CH2:19][CH2:20][O:21][CH2:22][CH:17]1[C:16]1[C:10]2[S:9][C:8]([NH:7][C:5](=[O:6])[C:4]3[CH:25]=[CH:26][N:27]=[C:2]([N:35]4[CH2:38][CH:37]([OH:39])[CH2:36]4)[CH:3]=3)=[N:12][C:11]=2[C:13]([O:23][CH3:24])=[CH:14][CH:15]=1 |f:1.2.3,4.5|. Procedure: From (+)-2-bromo-N-(7-[1,4]dioxan-2-yl-4-methoxy-benzothiazol-2-yl)-isonicotinamide with cesium carbonate and azetidin-3-ol hydrochloride in NMP. [α]D20=+12.2° (c=0.51, DMSO), ES-MS m/e (%): 443 (M+H+, 100). Starting materials: COC(C=1C(=C(C2=C(C(=NO2)C(=O)OCC)C1)F)F)OC (ethyl 5-(dimethoxymethyl)-6,7-difluorobenzo[d]isoxazole-3-carboxylate), COC(C=1C(=C(C2=C(C(=NO2)C(=O)OCC)C1)F)F)OC (ethyl 5-(dimethoxymethyl)-6,7-difluorobenzo[d]isoxazole-3-carboxylate), Cl.FC1(CNC1)F (3,3-difluoroazetidine hydrochloride). The product is FC1(CN(C1)C(=O)C1=NOC2=C1C=C(C(=C2F)F)C(OC)OC)F ((3,3-difluoroazetidin-1-yl)(5-(dimethoxymethyl)-6,7-difluorobenzo[d]isoxazol-3-yl)methanone). RXN SMILES: [CH3:1][O:2][CH:3]([O:20][CH3:21])[C:4]1[C:5]([F:19])=[C:6]([F:18])[C:7]2[O:11][N:10]=[C:9]([C:12]([O:14]CC)=O)[C:8]=2[CH:17]=1.Cl.[F:23][C:24]1([F:28])[CH2:27][NH:26][CH2:25]1>>[F:23][C:24]1([F:28])[CH2:27][N:26]([C:12]([C:9]2[C:8]3[CH:17]=[C:4]([CH:3]([O:2][CH3:1])[O:20][CH3:21])[C:5]([F:19])=[C:6]([F:18])[C:7]=3[O:11][N:10]=2)=[O:14])[CH2:25]1 |f:1.2|. Procedure: Starting materials: ethyl 5-(dimethoxymethyl)-6,7-difluorobenzo[d]isoxazole-3-carboxylate (Intermediate 206) and 3,3-difluoroazetidine hydrochloride. Starting materials: N(=O)[O-].[Na+] (sodium nitrite), CC=1C=C2C=CC=CN2C1C(=O)OC (methyl 2-methylindolizine-3-carboxylate). The solvent is O (water), C(C)(=O)O (acetic acid), O (water). Run at time 30 minute. Yields the product CC=1C(=C2C=CC=CN2C1C(=O)OC)N=O (methyl 2-methyl-1-nitrosoindolizine-3-carboxylate). The yield is 82.3%. As a reaction SMILES: [N:1]([O-:3])=O.[Na+].[CH3:5][C:6]1[CH:7]=[C:8]2[N:13]([C:14]=1[C:15]([O:17][CH3:18])=[O:16])[CH:12]=[CH:11][CH:10]=[CH:9]2>O.C(O)(=O)C>[CH3:5][C:6]1[C:7]([N:1]=[O:3])=[C:8]2[N:13]([C:14]=1[C:15]([O:17][CH3:18])=[O:16])[CH:12]=[CH:11][CH:10]=[CH:9]2 |f:0.1|. Procedure: A solution of sodium nitrite (2.2 g, 31.90 mmol) in water (10 mL) was added slowly at 0-5° C. to a stirred solution of methyl 2-methylindolizine-3-carboxylate 2 (3.9 g, 20.61 mmol) in glacial acetic acid (50 mL). After 30 min, the brown reaction mixture was poured into water. Green crystals were collected by filtration, washed with water and then dried under vacuum to give 3.7 g of expected compound; m.p.: 131-132° C. 1H NMR (CDCl3): 9.63 (d, J=7.0 Hz, 1H), 8.39 (d, J=8.5 Hz, 1H), 7.74-7.69 (m, ... Reactants: CC(C)(C)OC(=O)NC(COS(C)(=O)=O)c1ccc(Cl)cc1, CCO, [H][H], [N-]=[N+]=[N-], [Na+], CN(C)C=O. The product is CC(C)(C)OC(=O)NC(CN)c1ccc(Cl)cc1. RXN SMILES: [CH3:1][S:2]([O:3][CH2:6][CH:7]([c:8]1[cH:9][cH:10][c:11]([Cl:14])[cH:12][cH:13]1)[NH:15][C:16](=[O:17])[O:18][C:19]([CH3:20])([CH3:21])[CH3:22])(=[O:4])=[O:5].[CH3:27][CH2:28][OH:29].[H:30][H:31].[N-:24]=[N+:25]=[N-:26].[Na+:23].[O:32]=[CH:33][N:34]([CH3:35])[CH3:36]>>[CH2:6]([CH:7]([c:8]1[cH:9][cH:10][c:11]([Cl:14])[cH:12][cH:13]1)[NH:15][C:16](=[O:17])[O:18][C:19]([CH3:20])([CH3:21])[CH3:22])[NH2:24]. Starting materials: O (water), C(C)(C)(C)OC(N(C)[C@@H]1CC[C@H](CC1)C#CCCO)=O (trans-[4-(4-Hydroxy-but-1-ynyl)-cyclohexyl]-methyl-carbamic acid tert-butyl ester), CS(=O)(=O)Cl (methanesulfonylchloride), N1=CC=CC=C1 (pyridine). The reagents and catalysts are CN(C)C=1C=CN=CC1 (DMAP). The solvent is C(Cl)Cl (CH2Cl2). Conditions: time 3 hour. Product: C(C)(C)(C)OC(=O)N([C@@H]1CC[C@H](CC1)C#CCCOS(=O)(=O)C)C (trans-Methanesulfonic acid 4-[4-(tert-butoxycarbonyl-methyl-amino)-cyclohexyl]-but-3-ynyl ester). Isolated yield 105.2%. As a reaction SMILES: [C:1]([O:5][C:6](=[O:20])[N:7]([C@H:9]1[CH2:14][CH2:13][C@H:12]([C:15]#[C:16][CH2:17][CH2:18][OH:19])[CH2:11][CH2:10]1)[CH3:8])([CH3:4])([CH3:3])[CH3:2].[CH3:21][S:22](Cl)(=[O:24])=[O:23].N1C=CC=CC=1.O>C(Cl)Cl.CN(C1C=CN=CC=1)C>[C:1]([O:5][C:6]([N:7]([CH3:8])[C@H:9]1[CH2:10][CH2:11][C@H:12]([C:15]#[C:16][CH2:17][CH2:18][O:19][S:22]([CH3:21])(=[O:24])=[O:23])[CH2:13][CH2:14]1)=[O:20])([CH3:3])([CH3:2])[CH3:4]. Procedure: A solution of 2.66 g (9.44 mmol) of trans-[4-(4-Hydroxy-but-1-ynyl)-cyclohexyl]-methyl-carbamic acid tert-butyl ester in 75 ml CH2Cl2 was treated at 0° C. with 0.81 ml (10.38 mmol) methanesulfonylchloride, 1.14 ml (14.16 mmol) pyridine and 1.15 g (9.44 mmol) DMAP. The reaction mixture was stirred at RT for 3 h, water (19 ml) was added and the reaction was stirred for 5 min. After extraction with aqueous 10% KHSO4/Et2O (3×) the organic phases were washed with aqueous saturated NaHCO3 (2×), aqueou... Conditions: time 8 hour. Reaction SMILES: [NH2:1][C:2]1[CH:7]=[CH:6][C:5]([C:8]2[NH:16][C:15]3[C:14]([NH:17][C:18]4[CH:23]=[CH:22][C:21]([O:24][C:25]5[CH:26]=[N:27][C:28]([CH3:31])=[CH:29][CH:30]=5)=[C:20]([CH3:32])[CH:19]=4)=[N:13][CH:12]=[N:11][C:10]=3[CH:9]=2)=[CH:4][CH:3]=1.[CH3:33][O:34][CH2:35][C:36](O)=[O:37].O.ON1C2C=CC=CC=2N=N1.Cl.C(N=C=NCCCN(C)C)C>CN(C)C=O.ClCCl.C(N(CC)CC)C>[CH3:33][O:34][CH2:35][C:36]([NH:1][C:2]1[CH:7]=[CH:6][C:5]([C:8]2[NH:16][C:15]3[C:14]([NH:17][C:18]4[CH:23]=[CH:22][C:21]([O:24][C:25]5[CH:26]=[N:27][C:28]([CH3:31])=[CH:29][CH:30]=5)=[C:20]([CH3:32])[CH:19]=4)=[N:13][CH:12]=[N:11][C:10]=3[CH:9]=2)=[CH:4][CH:3]=1)=[O:37] |f:2.3,4.5|. Yields the product COCC(=O)NC1=CC=C(C=C1)C1=CC=2N=CN=C(C2N1)NC1=CC(=C(C=C1)OC=1C=NC(=CC1)C)C (2-methoxy-N-{4-[4-({3-methyl-4-[(6-methylpyridin-3-yl)oxy]phenyl}amino)-5H-pyrrolo[3,2-d]pyrimidin-6-yl]phenyl}acetamide). Run in C(C)N(CC)CC (triethylamine), CN(C=O)C (N,N-dimethylformamide), ClCCl (dichloromethane). Procedure details: To a mixture of 6-(4-aminophenyl)-N-{3-methyl-4-[(6-methylpyridin-3-yl)oxy]phenyl}-5H-pyrrolo[3,2-d]pyrimidin-4-amine (40 mg), methoxyacetic acid (0.0145 mL) and 1-hydroxybenzotriazole monohydrate (38 mg) in N,N-dimethylformamide (1.9 mL) were added 1-ethyl-3-(3-dimethylaminopropyl)carbodiimide hydrochloride (54 mg) and triethylamine (0.079 mL) at room temperature. After stirring overnight at room temperature, the reaction mixture was diluted with dichloromethane (10 mL). The residue was separat... Reactants: Cl.C(C)N=C=NCCCN(C)C (1-ethyl-3-(3-dimethylaminopropyl)carbodiimide hydrochloride), NC1=CC=C(C=C1)C1=CC=2N=CN=C(C2N1)NC1=CC(=C(C=C1)OC=1C=NC(=CC1)C)C (6-(4-aminophenyl)-N-{3-methyl-4-[(6-methylpyridin-3-yl)oxy]phenyl}-5H-pyrrolo[3,2-d]pyrimidin-4-amine), COCC(=O)O (methoxyacetic acid), O.ON1N=NC2=C1C=CC=C2 (1-hydroxybenzotriazole monohydrate).